From a dataset of the Open Reaction Database (ORD), a public repository of structured organic reaction records. describe an organic reaction: reactants, conditions, products, and yield Reactants: C(C)OC(CC1N(C(C2=CC=C(C=C12)C(F)(F)F)=O)CC(F)(F)F)=O ([3-oxo-2-(2,2,2-trifluoro-ethyl)-6-trifluoromethyl-2,3-dihydro-1H-isoindol-1-yl]-acetic acid ethyl ester), Cl.NC(=[NH2+])N (guanidinium hydrochloride), Cl (HCl), CC(C)(C)[O-].[K+] (KOtBu), DMF(anhydrous). Run in DMF(anhydrous), O (water). Conditions: time 30 minute. Product: O=C1N(C(C2=CC(=CC=C12)C(F)(F)F)CC(=O)NC(=N)N)CC(F)(F)F (N-{2-[3-Oxo-2-(2,2,2-trifluoro-ethyl)-6-trifluoromethyl-2,3-dihydro-1H-isoindol-1-yl]-acetyl}-guanidine). The yield is 67.6%. RXN SMILES: Cl.[NH2:2][C:3]([NH2:5])=[NH2+:4].CC([O-])(C)C.[K+].C([O:14][C:15](=O)[CH2:16][CH:17]1[C:25]2[C:20](=[CH:21][CH:22]=[C:23]([C:26]([F:29])([F:28])[F:27])[CH:24]=2)[C:19](=[O:30])[N:18]1[CH2:31][C:32]([F:35])([F:34])[F:33])C.Cl>O>[O:30]=[C:19]1[C:20]2[C:25](=[CH:24][C:23]([C:26]([F:27])([F:28])[F:29])=[CH:22][CH:21]=2)[CH:17]([CH2:16][C:15]([NH:4][C:3]([NH2:5])=[NH:2])=[O:14])[N:18]1[CH2:31][C:32]([F:34])([F:33])[F:35] |f:0.1,2.3|. Reported procedure: 1.24 g guanidinium hydrochloride and 1.21 g of KOtBu were suspended using 30 ml of DMF(anhydrous) and stirred for 30 minutes at ambient temperature. Then, a solution of 0.8 g of [3-oxo-2-(2,2,2-trifluoro-ethyl)-6-trifluoromethyl-2,3-dihydro-1H-isoindol-1-yl]-acetic acid ethyl ester in 5 ml of DMF(anhydrous) were added and the mixture was stirred for 17 h at ambient temperature. The mixture was then poured into 100 ml of water and the pH was adjusted to pH=8 using aqueous HCl-solution. The aqueou... Reactants: COCOc1cnc(C(F)(F)F)cc1C(C)O, ClCCl, [Na+], O=C([O-])O. The product is COCOc1cnc(C(F)(F)F)cc1C(C)=O. As a reaction SMILES: [CH3:1][O:2][CH2:3][O:4][c:5]1[c:6]([CH:15]([CH3:16])[OH:17])[cH:7][c:8]([C:11]([F:12])([F:13])[F:14])[n:9][cH:10]1.[Cl:23][CH2:24][Cl:25].[Na+:22].[O-:18][C:19]([OH:20])=[O:21]>>[CH3:1][O:2][CH2:3][O:4][c:5]1[c:6]([C:15]([CH3:16])=[O:17])[cH:7][c:8]([C:11]([F:12])([F:13])[F:14])[n:9][cH:10]1. Reactants: O=C([O-])[O-], CI, CCO, O=C(Nc1cccnc1Cl)c1ccccc1, [K+], [K+]. Yields the product CN(C(=O)c1ccccc1)c1cccnc1Cl. As a reaction SMILES: [C:17](=[O:18])([O-:19])[O-:20].[CH3:23][I:24].[CH3:25][CH2:26][OH:27].[Cl:1][c:2]1[n:3][cH:4][cH:5][cH:6][c:7]1[NH:8][C:9]([c:10]1[cH:11][cH:12][cH:13][cH:14][cH:15]1)=[O:16].[K+:21].[K+:22]>>[Cl:1][c:2]1[n:3][cH:4][cH:5][cH:6][c:7]1[N:8]([C:9]([c:10]1[cH:11][cH:12][cH:13][cH:14][cH:15]1)=[O:16])[CH3:17]. Reactants: ClCC1=CC(=C(C=C1)OC)OCC1=CC=C(C=C1)C(F)(F)F (4-Chloromethyl-1-methoxy-2-(4-trifluoromethyl-benzyloxy)-benzene), COC(COC1=C2CCCC2=C(C=C1)S)=O ((7-Mercapto-indan-4-yloxy)-acetic acid methyl ester). As a reaction SMILES: Cl[CH2:2][C:3]1[CH:8]=[CH:7][C:6]([O:9][CH3:10])=[C:5]([O:11][CH2:12][C:13]2[CH:18]=[CH:17][C:16]([C:19]([F:22])([F:21])[F:20])=[CH:15][CH:14]=2)[CH:4]=1.C[O:24][C:25](=[O:38])[CH2:26][O:27][C:28]1[CH:36]=[CH:35][C:34]([SH:37])=[C:33]2[C:29]=1[CH2:30][CH2:31][CH2:32]2>>[CH3:10][O:9][C:6]1[CH:7]=[CH:8][C:3]([CH2:2][S:37][C:34]2[CH:35]=[CH:36][C:28]([O:27][CH2:26][C:25]([OH:38])=[O:24])=[C:29]3[C:33]=2[CH2:32][CH2:31][CH2:30]3)=[CH:4][C:5]=1[O:11][CH2:12][C:13]1[CH:18]=[CH:17][C:16]([C:19]([F:22])([F:21])[F:20])=[CH:15][CH:14]=1. Procedure: The title compound was prepared in the manner analogous to Example 1F using 78B and 12C. MS m/z 373 (M−159). The product is COC1=C(C=C(CSC=2C=CC(=C3CCCC23)OCC(=O)O)C=C1)OCC1=CC=C(C=C1)C(F)(F)F ({7-[4-Methoxy-3-(4-trifluoromethyl-benzyloxy)-benzylsulfanyl]-indan-4-yloxy}-acetic acid). Reactants: ClC1=NC=C(C(=N1)NC)[N+](=O)[O-] (2-chloro-4-methylamino-5-nitro-pyrimidine), ClC=1C=C(N)C=CC1Cl (3,4-dichloro-aniline), ice water. Solvent: S1(=O)(=O)CCCC1 (sulpholane). Reaction conditions: time 40 minute. The product is ClC=1C=C(C=CC1Cl)NC1=NC=C(C(=N1)NC)[N+](=O)[O-] (2-(3,4-dichlorophenylamino)-4-methylamino-5-nitro-pyrimidine). Reaction SMILES: Cl[C:2]1[N:7]=[C:6]([NH:8][CH3:9])[C:5]([N+:10]([O-:12])=[O:11])=[CH:4][N:3]=1.[Cl:13][C:14]1[CH:15]=[C:16]([CH:18]=[CH:19][C:20]=1[Cl:21])[NH2:17]>S1(CCCC1)(=O)=O>[Cl:13][C:14]1[CH:15]=[C:16]([NH:17][C:2]2[N:7]=[C:6]([NH:8][CH3:9])[C:5]([N+:10]([O-:12])=[O:11])=[CH:4][N:3]=2)[CH:18]=[CH:19][C:20]=1[Cl:21]. Procedure: 6.47 g of 2-chloro-4-methylamino-5-nitro-pyrimidine and 11.7 g of 3,4-dichloro-aniline are heated to 160° C. in 60 ml of sulpholane within 45 minutes in an oil bath. After 40 minutes stirring at this temperature the reaction mixture is cooled and added to 600 ml of ice water. The precipitate is suction filtered, washed repeatedly with water and dried. The residue is stirred for one hour with 100 ml of ethyl acetate, the precipitate is suction filtered, washed with ethyl acetate and dried. Starting materials: C12C(C(C(CC1)C2)=O)=O (bicyclo[2.2.1]heptan-2,3-dione), COP(OC)(=O)CC(C(C)(C)C1CC1)=O ((3-cyclopropyl-3-methyl-2-oxo-butyl)-phosphonic acid dimethyl ester), O.NN (hydrazine monohydrate). Solvent: C(C)(C)O.CCCCCCC (isopropanol heptane). Yields the product C1(CC1)C(C)(C)C1=NN=C2C3CCC(C2=C1)C3 ((1SR,8RS)-5-(1-Cyclopropyl-1-methyl-ethyl)-3,4-diaza-tricyclo[6.2.1.02,7]undeca-2,4,6-triene). RXN SMILES: [CH:1]12[CH2:7][CH:4]([CH2:5][CH2:6]1)[C:3](=O)[C:2]2=O.COP([CH2:16][C:17](=O)[C:18]([CH:21]1[CH2:23][CH2:22]1)([CH3:20])[CH3:19])(=O)OC.O.[NH2:26][NH2:27]>C(O)(C)C.CCCCCCC>[CH:21]1([C:18]([C:17]2[CH:16]=[C:3]3[C:2]([CH:1]4[CH2:7][CH:4]3[CH2:5][CH2:6]4)=[N:27][N:26]=2)([CH3:20])[CH3:19])[CH2:23][CH2:22]1 |f:2.3,4.5|. Procedure: white solid. MS (ESI): 229.2 (MH+). Prepared from bicyclo[2.2.1]heptan-2,3-dione, (3-cyclopropyl-3-methyl-2-oxo-butyl)-phosphonic acid dimethyl ester, hydrazine monohydrate. Submission of the racemate to preparative HPLC, using a chiral column, Chiralpak AD, with 5% isopropanol/heptane as eluant gave the two enantiomers, in optically pure form.